This data is from the Open Reaction Database (ORD), a public repository of structured organic reaction records. The task is: describe an organic reaction: reactants, conditions, products, and yield Reactants: Brc1cncnc1, O=C([O-])[O-], CO, [Cs+], [Cs+], Oc1ccc(-c2nnc(Nc3cccc(C(F)(F)F)c3)[nH]2)cc1, CN(C)C=O, C1COCCO1. Yields the product FC(F)(F)c1cccc(Nc2nnc(-c3ccc(Oc4cncnc4)cc3)[nH]2)c1. As a reaction SMILES: [Br:30][c:31]1[cH:32][n:33][cH:34][n:35][cH:36]1.[C:24](=[O:25])([O-:26])[O-:27].[CH3:48][OH:49].[Cs+:28].[Cs+:29].[F:1][C:2]([c:3]1[cH:4][c:5]([NH:9][c:10]2[nH:11][c:12](-[c:15]3[cH:16][cH:17][c:18]([OH:21])[cH:19][cH:20]3)[n:13][n:14]2)[cH:6][cH:7][cH:8]1)([F:22])[F:23].[O:37]=[CH:38][N:39]([CH3:40])[CH3:41].[O:42]1[CH2:43][CH2:44][O:45][CH2:46][CH2:47]1>>[F:1][C:2]([c:3]1[cH:4][c:5]([NH:9][c:10]2[nH:11][c:12](-[c:15]3[cH:16][cH:17][c:18]([O:21][c:31]4[cH:32][n:33][cH:34][n:35][cH:36]4)[cH:19][cH:20]3)[n:13][n:14]2)[cH:6][cH:7][cH:8]1)([F:22])[F:23]. The reactants are CC(C)([O-])C.[K+] (potassium tert.-butoxide), ClC1=C(C=CC=C1)CC=1N(CCN1)C(=O)C=1C(=NC=CC1)Cl (2-[(2-chlorophenyl)methyl]-1-[(2-chloro-3-pyridinyl)carbonyl]-4,5-dihydro-1H-imidazole). The solvent is C(C)(C)(C)O (tert.-butanol). Product: ClC1=C(C=CC=C1)C1=C2N(C(C=3C=CC=NC13)=O)CCN2 (10-(2-chlorophenyl)-2,3-dihydro-imidazo [1,2-g][1,6]naphthyridin-5(1H)-one), ( d ). Reaction SMILES: CC(C)([O-])C.[K+].[Cl:7][C:8]1[CH:13]=[CH:12][CH:11]=[CH:10][C:9]=1[CH2:14][C:15]1[N:16]([C:20]([C:22]2[C:23](Cl)=[N:24][CH:25]=[CH:26][CH:27]=2)=[O:21])[CH2:17][CH2:18][N:19]=1>C(O)(C)(C)C>[Cl:7][C:8]1[CH:13]=[CH:12][CH:11]=[CH:10][C:9]=1[C:14]1[C:23]2[N:24]=[CH:25][CH:26]=[CH:27][C:22]=2[C:20](=[O:21])[N:16]2[CH2:17][CH2:18][NH:19][C:15]=12 |f:0.1|. Procedure: Add potassium tert.-butoxide (0.928g) to 2-[(2-chlorophenyl)methyl]-1-[(2-chloro-3-pyridinyl)carbonyl]-4,5-dihydro-1H-imidazole (2.57g) suspended in tert.-butanol (25 ml). Reflux the reaction mixture under nitrogen for 5 hours, cool the resulting suspension, and evaporate the solvent Partition the residue between chloroform and water, separate and dry the chloroform solution over sodium sulfate. Filter the dried solution, evaporate the solvent, and crystallize the residue from methanol to give 1... Reaction SMILES: [NH:1]([CH2:5][CH2:6][CH2:7][CH2:8][C@H:9]([OH:14])[CH2:10][C:11]([OH:13])=[O:12])[C:2]([NH2:4])=[NH:3].Cl.[C:16](O)(=[O:18])[CH3:17]>>[NH:1]([CH2:5][CH2:6][CH2:7][CH2:8][C@H:9]([O:14][C:16](=[O:18])[CH3:17])[CH2:10][C:11]([OH:13])=[O:12])[C:2]([NH2:4])=[NH:3]. Procedure: 3.55 g (14.8 mmols) of 7-guanidino-3(S)-hydroxyheptanoic acid was dissolved in 100 ml of glacial acetic acid, and hydrogen chloride gas was introduced to saturation at a temperature lower than room temperature. The reaction mixture was stirred for 2 hours at room temperature, and concentrated under reduced pressure. The above procedure was carried out two more times, and the residue was sufficiently dried to obtain the desired product in a quantitative yield. Run at time 2 hour. Yields the product N(C(=N)N)CCCC[C@@H](CC(=O)O)OC(C)=O (7-guanidino-3(S)-acetoxyheptanoic acid). The reactants are N(C(=N)N)CCCC[C@@H](CC(=O)O)O (7-guanidino-3(S)-hydroxyheptanoic acid), C(C)(=O)O (acetic acid), Cl (hydrogen chloride). The reactants are C1(=CC=CC=C1)NN (phenylhydrazine), C(C)OC(C(C(C(C1=CC=CC=C1)=O)C(C1=CC=CC=C1)=O)C)=O (2-methyl-3,3-dibenzoyl-propionic acid-ethyl ester), C1(=CC=CC=C1)C(CC(=O)C1=CC=CC=C1)=O (1,3-diphenyl-1,3-propanedione), suspension, [H-].[Na+] (sodium hydride), C(C)OC(C(C)Br)=O (α-bromopropionic acid-ethyl ester). Run in C(C)(=O)O (acetic acid), paraffin, CN(C=O)C (dimethylformamide). Conditions: temperature 50 celsius, time 20 hour. Product: CC(C(=O)O)C=1C(=NN(C1C1=CC=CC=C1)C1=CC=CC=C1)C1=CC=CC=C1 (Methyl-1,3,5-triphenyl-pyrazol-4-acetic acid). Yield: 17.0%. RXN SMILES: C1(C(=O)CC(C2C=CC=CC=2)=O)C=CC=CC=1.[H-].[Na+].C(OC(=O)C(Br)C)C.C([O:30][C:31](=[O:51])[CH:32]([CH3:50])[CH:33]([C:42](=O)[C:43]1[CH:48]=[CH:47][CH:46]=[CH:45][CH:44]=1)[C:34](=O)[C:35]1[CH:40]=[CH:39][CH:38]=[CH:37][CH:36]=1)C.[C:52]1([NH:58][NH2:59])[CH:57]=[CH:56][CH:55]=[CH:54][CH:53]=1>C(O)(=O)C.CN(C)C=O>[CH3:50][CH:32]([C:33]1[C:42]([C:43]2[CH:48]=[CH:47][CH:46]=[CH:45][CH:44]=2)=[N:59][N:58]([C:52]2[CH:57]=[CH:56][CH:55]=[CH:54][CH:53]=2)[C:34]=1[C:35]1[CH:40]=[CH:39][CH:38]=[CH:37][CH:36]=1)[C:31]([OH:30])=[O:51] |f:1.2|. Procedure: 20 grams 1,3-diphenyl-1,3-propanedione, 4.3 grams of a 50% suspension of sodium hydride in paraffin oil, 20 grams α-bromopropionic acid-ethyl ester and 300 milliliters dimethylformamide were mixed and the mixture was stirred for 20 hours at room temperature and for another 20 hours at 50° C. The reaction mixture containing the 2-methyl-3,3-dibenzoyl-propionic acid-ethyl ester formed in the reaction was worked up in accordance with a procedure analogous to that set out in Example (2b). The crude ... The reactants are Fc1cccc(F)c1C1=NCc2cnc(I)nc2-c2ccc(Cl)cc21, [K+], [K+], [K+], CCOC(=O)c1cnc(N)o1, O=C(C=Cc1ccccc1)C=Cc1ccccc1, O=C(C=Cc1ccccc1)C=Cc1ccccc1, O=C(C=Cc1ccccc1)C=Cc1ccccc1, O=P([O-])([O-])[O-], [Pd], [Pd]. Yields the product CCOC(=O)c1cnc(Nc2ncc3c(n2)-c2ccc(Cl)cc2C(c2c(F)cccc2F)=NC3)o1. As a reaction SMILES: [Cl:1][c:2]1[cH:3][cH:4][c:5]2[c:6]([cH:25]1)[C:7]([c:17]1[c:18]([F:24])[cH:19][cH:20][cH:21][c:22]1[F:23])=[N:8][CH2:9][c:10]1[c:11]-2[n:12][c:13]([I:16])[n:14][cH:15]1.[K+:42].[K+:43].[K+:44].[NH2:26][c:27]1[o:28][c:29]([C:32](=[O:33])[O:34][CH2:35][CH3:36])[cH:30][n:31]1.[O:47]=[C:48]([CH:49]=[CH:50][c:51]1[cH:52][cH:53][cH:54][cH:55][cH:56]1)[CH:57]=[CH:58][c:59]1[cH:60][cH:61][cH:62][cH:63][cH:64]1.[O:65]=[C:66]([CH:67]=[CH:68][c:69]1[cH:70][cH:71][cH:72][cH:73][cH:74]1)[CH:75]=[CH:76][c:77]1[cH:78][cH:79][cH:80][cH:81][cH:82]1.[O:83]=[C:84]([CH:85]=[CH:86][c:87]1[cH:88][cH:89][cH:90][cH:91][cH:92]1)[CH:93]=[CH:94][c:95]1[cH:96][cH:97][cH:98][cH:99][cH:100]1.[P:37]([O-:38])([O-:39])([O-:40])=[O:41].[Pd:45].[Pd:46]>>[Cl:1][c:2]1[cH:3][cH:4][c:5]2[c:6]([cH:25]1)[C:7]([c:17]1[c:18]([F:24])[cH:19][cH:20][cH:21][c:22]1[F:23])=[N:8][CH2:9][c:10]1[c:11]-2[n:12][c:13]([NH:26][c:27]2[o:28][c:29]([C:32](=[O:33])[O:34][CH2:35][CH3:36])[cH:30][n:31]2)[n:14][cH:15]1. Reactants: Cc1ccccc1, COc1ccc(F)cc1CO, O, O=S(Cl)Cl. The product is COc1ccc(F)cc1CCl. RXN SMILES: [CH3:16][c:17]1[cH:18][cH:19][cH:20][cH:21][cH:22]1.[F:1][c:2]1[cH:3][cH:4][c:5]([O:10][CH3:11])[c:6]([CH2:8][OH:9])[cH:7]1.[OH2:23].[S:12]([Cl:13])([Cl:14])=[O:15]>>[F:1][c:2]1[cH:3][cH:4][c:5]([O:10][CH3:11])[c:6]([CH2:8][Cl:14])[cH:7]1. Starting materials: BrC1=C(NS(=O)(=O)C2=CC=CC=C2)C=C(C(=C1)[N+](=O)[O-])Br (2,5-dibromo-4-nitro-N-benzenesulphonylaniline), ice, S(O)(O)(=O)=O (sulphuric acid). Solvent: O (water), O (water). Product: BrC1=C(N)C=C(C(=C1)[N+](=O)[O-])Br (2,5-dibromo-4-nitroaniline). As a reaction SMILES: S(=O)(=O)(O)O.[Br:6][C:7]1[CH:22]=[C:21]([N+:23]([O-:25])=[O:24])[C:20]([Br:26])=[CH:19][C:8]=1[NH:9]S(C1C=CC=CC=1)(=O)=O>O>[Br:6][C:7]1[CH:22]=[C:21]([N+:23]([O-:25])=[O:24])[C:20]([Br:26])=[CH:19][C:8]=1[NH2:9]. Procedure details: 15 ml of water are added, with due care, to 115 ml of concentrated sulphuric acid; the temperature rises to 70° C. 0.105 mole (46 g) of 2,5-dibromo-4-nitro-N-benzenesulphonylaniline are then added. The temperature is maintained at 70°-78° C. for 2 hours. The reaction mixture is poured into 1 kg of ice and water; the expected product precipitates. After filtration and washing to neutrality the product is recrystallized from 450 ml of ethanol. It melts at 178° C.